From a dataset of the Open Reaction Database (ORD), a public repository of structured organic reaction records. describe an organic reaction: reactants, conditions, products, and yield Run in ClCCl (dichloromethane). Procedure details: The reaction and aftertreatment were conducted in the same manner as in Example 1b by using the N-(2,4-dimethoxybenzyl)-2,3-difluoro-4-{[(1S*,2R*)-2-(1-methyl-1H-pyrazol-5-yl)cyclopentyl]oxy}-N-(pyrimidin-4-yl)benzenesulfonamide (190 mg, 0.32 mmol) prepared in Example 30b, triethylsilane (0.10 mL), trifluoroacetic acid (1.0 mL) and dichloromethane (1.0 mL), to yield the title compound (58.5 mg, 41%) as a colorless solid. RXN SMILES: COC1C=C(OC)C=CC=1C[N:6]([C:30]1[CH:35]=[CH:34][N:33]=[CH:32][N:31]=1)[S:7]([C:10]1[CH:15]=[CH:14][C:13]([O:16][C@H:17]2[CH2:21][CH2:20][CH2:19][C@@H:18]2[C:22]2[N:26]([CH3:27])[N:25]=[CH:24][CH:23]=2)=[C:12]([F:28])[C:11]=1[F:29])(=[O:9])=[O:8].C([SiH](CC)CC)C.FC(F)(F)C(O)=O>ClCCl>[F:29][C:11]1[C:12]([F:28])=[C:13]([O:16][C@H:17]2[CH2:21][CH2:20][CH2:19][C@@H:18]2[C:22]2[N:26]([CH3:27])[N:25]=[CH:24][CH:23]=2)[CH:14]=[CH:15][C:10]=1[S:7]([NH:6][C:30]1[CH:35]=[CH:34][N:33]=[CH:32][N:31]=1)(=[O:8])=[O:9]. The reactants are COC1=C(CN(S(=O)(=O)C2=C(C(=C(C=C2)O[C@@H]2[C@H](CCC2)C2=CC=NN2C)F)F)C2=NC=NC=C2)C=CC(=C1)OC (N-(2,4-dimethoxybenzyl)-2,3-difluoro-4-{[(1S*,2R*)-2-(1-methyl-1H-pyrazol-5-yl)cyclopentyl]oxy}-N-(pyrimidin-4-yl)benzenesulfonamide), C(C)[SiH](CC)CC (triethylsilane), FC(C(=O)O)(F)F (trifluoroacetic acid). The product is FC1=C(C=CC(=C1F)O[C@@H]1[C@H](CCC1)C1=CC=NN1C)S(=O)(=O)NC1=NC=NC=C1 (2,3-Difluoro-4-{[(1S*,2R*)-2-(1-methyl-1H-pyrazol-5-yl)cyclopentyl]oxy}-N-(pyrimidin-4-yl)benzenesulfonamide). The yield is 42.0%. Reaction SMILES: [CH:1]1([CH2:5][CH:6]([C:7](=[O:8])[N:9]([CH:10]([CH3:11])[CH:12]([OH:13])[c:14]2[cH:15][cH:16][cH:17][cH:18][cH:19]2)[CH3:20])[c:21]2[cH:22][c:23]([CH3:29])[c:24]([S:27][CH3:28])[cH:25][cH:26]2)[CH2:2][CH2:3][CH2:4]1.[O:35]1[CH2:36][CH2:37][O:38][CH2:39][CH2:40]1.[OH2:41].[S:30]([OH:31])(=[O:32])(=[O:33])[OH:34]>>[CH:1]1([CH2:5][CH:6]([C:7]([OH:8])=[O:31])[c:21]2[cH:22][c:23]([CH3:29])[c:24]([S:27][CH3:28])[cH:25][cH:26]2)[CH2:2][CH2:3][CH2:4]1. Reactants: CSc1ccc(C(CC2CCC2)C(=O)N(C)C(C)C(O)c2ccccc2)cc1C, C1COCCO1, O, O=S(=O)(O)O. The product is CSc1ccc(C(CC2CCC2)C(=O)O)cc1C. Reactants: C, CCO, [Pd], C(=Cc1nc(COc2ccc(CCCn3ccnc3)cc2)co1)c1ccccc1. The product is c1ccc(CCc2nc(COc3ccc(CCCn4ccnc4)cc3)co2)cc1. Reaction SMILES: [C:33].[CH3:30][CH2:31][OH:32].[Pd:34].[n:1]1([CH2:6][CH2:7][CH2:8][c:9]2[cH:10][cH:11][c:12]([O:13][CH2:14][c:15]3[n:16][c:17]([CH:20]=[CH:21][c:22]4[cH:23][cH:24][cH:25][cH:26][cH:27]4)[o:18][cH:19]3)[cH:28][cH:29]2)[cH:2][n:3][cH:4][cH:5]1>>[n:1]1([CH2:6][CH2:7][CH2:8][c:9]2[cH:10][cH:11][c:12]([O:13][CH2:14][c:15]3[n:16][c:17]([CH2:20][CH2:21][c:22]4[cH:23][cH:24][cH:25][cH:26][cH:27]4)[o:18][cH:19]3)[cH:28][cH:29]2)[cH:2][n:3][cH:4][cH:5]1.